This data is from the Open Reaction Database (ORD), a public repository of structured organic reaction records. The task is: describe an organic reaction: reactants, conditions, products, and yield Reactants: CS(=O)(=O)C1=NC=C(C=N1)C#CC1=CC=CC=C1 (2-methanesulfonyl-5-phenylethynyl-pyrimidine), CC1(COC1)CO ((3-methyl-oxetan-3-yl)-methanol). Yields the product CC1(COC1)COC1=NC=C(C=N1)C#CC1=CC=CC=C1 (2-(3-Methyl-oxetan-3-ylmethoxy)-5-phenylethynyl-pyrimidine). As a reaction SMILES: CS([C:5]1[N:10]=[CH:9][C:8]([C:11]#[C:12][C:13]2[CH:18]=[CH:17][CH:16]=[CH:15][CH:14]=2)=[CH:7][N:6]=1)(=O)=O.[CH3:19][C:20]1([CH2:24][OH:25])[CH2:23][O:22][CH2:21]1>>[CH3:19][C:20]1([CH2:24][O:25][C:5]2[N:10]=[CH:9][C:8]([C:11]#[C:12][C:13]3[CH:18]=[CH:17][CH:16]=[CH:15][CH:14]=3)=[CH:7][N:6]=2)[CH2:23][O:22][CH2:21]1. Procedure details: The title compound, yellow solid, MS: m/e=281.1 (M+H+), can be prepared in accordance with the general method of example 1, step 3 from 2-methanesulfonyl-5-phenylethynyl-pyrimidine (example 1, step 2) and (3-methyl-oxetan-3-yl)-methanol by using Cs2CO3 as base and dioxane as solvent for 16 hours at 100° C. RXN SMILES: [CH2:1]([NH:2][c:10]1[n:11][cH:12][cH:13][c:14]([N:16]2[c:17]3[n:18]([c:22](=[O:32])[cH:23][c:24](-[c:26]4[cH:27][cH:28][cH:29][cH:30][cH:31]4)[cH:25]3)[CH2:19][CH2:20][CH2:21]2)[n:15]1)[CH2:3][c:4]1[cH:5][cH:6][cH:7][cH:8][cH:9]1.[Cl:33][c:34]1[c:35]([CH2:41][CH2:42][NH2:43])[cH:36][cH:37][c:38]([Cl:40])[cH:39]1>>[c:10]1([NH:43][CH2:42][CH2:41][c:35]2[c:34]([Cl:33])[cH:39][c:38]([Cl:40])[cH:37][cH:36]2)[n:11][cH:12][cH:13][c:14]([N:16]2[c:17]3[n:18]([c:22](=[O:32])[cH:23][c:24](-[c:26]4[cH:27][cH:28][cH:29][cH:30][cH:31]4)[cH:25]3)[CH2:19][CH2:20][CH2:21]2)[n:15]1. Product: O=c1cc(-c2ccccc2)cc2n1CCCN2c1ccnc(NCCc2ccc(Cl)cc2Cl)n1. Starting materials: O=c1cc(-c2ccccc2)cc2n1CCCN2c1ccnc(NCCc2ccccc2)n1, NCCc1ccc(Cl)cc1Cl. Reactants: CC#N, CC(C)(C)c1cc(N)cc2c1OCC2(C)C, O=S(=O)(O)C1=NCCN1. The product is CC(C)(C)c1cc(NC2=NCCN2)cc2c1OCC2(C)C. As a reaction SMILES: [CH3:26][C:27]#[N:28].[NH2:1][c:2]1[cH:3][c:4]2[c:5]([c:11]([C:13]([CH3:14])([CH3:15])[CH3:16])[cH:12]1)[O:6][CH2:7][C:8]2([CH3:9])[CH3:10].[NH:17]1[C:18]([S:22]([OH:23])(=[O:24])=[O:25])=[N:19][CH2:20][CH2:21]1>>[NH:1]([c:2]1[cH:3][c:4]2[c:5]([c:11]([C:13]([CH3:14])([CH3:15])[CH3:16])[cH:12]1)[O:6][CH2:7][C:8]2([CH3:9])[CH3:10])[C:18]1=[N:17][CH2:21][CH2:20][NH:19]1.